Dataset: the Open Reaction Database (ORD), a public repository of structured organic reaction records. Task: describe an organic reaction: reactants, conditions, products, and yield The reactants are C1(C=2C(C(N1)=O)=CC=CC2)=O.[K] (potassium phthalimide), COC(=O)Cl (methylchloroformate). Product: COC(=O)N1C(C=2C(C1=O)=CC=CC2)=O (N-methoxycarbonyl phthalimide). RXN SMILES: [C:1]1(=[O:11])[NH:5][C:4](=[O:6])[C:3]2=[CH:7][CH:8]=[CH:9][CH:10]=[C:2]12.[K].[CH3:13][O:14][C:15](Cl)=[O:16]>>[CH3:13][O:14][C:15]([N:5]1[C:1](=[O:11])[C:2]2=[CH:10][CH:9]=[CH:8][CH:7]=[C:3]2[C:4]1=[O:6])=[O:16] |f:0.1,^1:11|. Reported procedure: A suspension comprising 25 millimoles of potassium phthalimide and 20 ml of methylchloroformate is refluxed for a period of approximately 31/2 hours. Upon completion of refluxing, the reaction mediuim is cooled, filtered, with insolubles being removed continuously by treatment with hot acteone until only potassium chloride remains. The desired product m.p. 184° - 184.5°C., is obtained from the acetone.